Dataset: the Open Reaction Database (ORD), a public repository of structured organic reaction records. Task: describe an organic reaction: reactants, conditions, products, and yield Reactants: ClC1=NC=CC(=N1)OC1=C(C=C(C=C1)NC(C)=O)F (N-(4-(2-chloropyrimidin-4-yloxy)-3-fluorophenyl)acetamide), FC1=CC=C(N)C=C1 (4-fluoroaniline), O1CCOCC1 (1,4-dioxane). The solvent is CO (MeOH). Product: CO.[NH4+].[OH-] (MeOH NH4OH), FC=1C=C(C=CC1OC1=NC(=NC=C1)NC1=CC=C(C=C1)F)NC(C)=O (N-(3-Fluoro-4-(2-(4-fluorophenylamino)pyrimidin-4-yloxy)phenyl)acetamide). The yield is 31.0%. Reaction SMILES: Cl[C:2]1[N:7]=[C:6]([O:8][C:9]2[CH:14]=[CH:13][C:12]([NH:15][C:16](=[O:18])[CH3:17])=[CH:11][C:10]=2[F:19])[CH:5]=[CH:4][N:3]=1.[F:20][C:21]1[CH:27]=[CH:26][C:24]([NH2:25])=[CH:23][CH:22]=1.[O:28]1CCOCC1>CO>[CH3:6][OH:8].[NH4+:3].[OH-:28].[F:19][C:10]1[CH:11]=[C:12]([NH:15][C:16](=[O:18])[CH3:17])[CH:13]=[CH:14][C:9]=1[O:8][C:6]1[CH:5]=[CH:4][N:3]=[C:2]([NH:25][C:24]2[CH:26]=[CH:27][C:21]([F:20])=[CH:22][CH:23]=2)[N:7]=1 |f:4.5.6|. Procedure: A mixture of N-(4-(2-chloropyrimidin-4-yloxy)-3-fluorophenyl)acetamide (100 mg, 0.36 mmol), 4-fluoroaniline (Aldrich, 40 mg, 0.36 mmol), and 1,4-dioxane (3 mL) was heated at reflux for 2 h. The mixture was concentrated in vacuo and the residue triturated with ether to give a gray solid. The product was dissolved in MeOH, treated with silica gel (150 mg) and the mixture concentrated to dryness. The compound was concentrated down on silica gel and applied to a silica gel column and eluted first wi...